The task is: describe an organic reaction: reactants, conditions, products, and yield. This data is from the Open Reaction Database (ORD), a public repository of structured organic reaction records. Starting materials: CO, O=[N+]([O-])c1ccc(N2CCOCC2)cc1F. Product: Nc1ccc(N2CCOCC2)cc1F. RXN SMILES: [CH3:17][OH:18].[F:1][c:2]1[c:3]([N+:14]([O-:15])=[O:16])[cH:4][cH:5][c:6]([N:8]2[CH2:9][CH2:10][O:11][CH2:12][CH2:13]2)[cH:7]1>>[F:1][c:2]1[c:3]([NH2:14])[cH:4][cH:5][c:6]([N:8]2[CH2:9][CH2:10][O:11][CH2:12][CH2:13]2)[cH:7]1. The reactants are ClC=1C=C2C(CCOC2=C(C1OC1=CC=C(C(=O)O)C=C1)Cl)C(=O)OCC (4-(6,8-Dichloro-4-(ethoxycarbonyl)chroman-7-yloxy)benzoic acid), C(C(=O)Cl)(=O)Cl (oxalyl chloride), N (Ammonia). The reagents and catalysts are CN(C)C=O (DMF). Run in C(Cl)Cl (DCM), C(Cl)Cl (DCM), C(C)(=O)OCC (ethyl acetate). Run at time 3 hour. Yields the product C(N)(=O)C1=CC=C(OC2=C(C=C3C(CCOC3=C2Cl)C(=O)OCC)Cl)C=C1 (ethyl 7-(4-carbamoylphenoxy)-6,8-dichlorochroman-4-carboxylate). The yield is 80.2%. As a reaction SMILES: [Cl:1][C:2]1[CH:3]=[C:4]2[C:9](=[C:10]([Cl:22])[C:11]=1[O:12][C:13]1[CH:21]=[CH:20][C:16]([C:17](O)=[O:18])=[CH:15][CH:14]=1)[O:8][CH2:7][CH2:6][CH:5]2[C:23]([O:25][CH2:26][CH3:27])=[O:24].C(Cl)(=O)C(Cl)=O.[NH3:34]>C(Cl)Cl.CN(C=O)C.C(OCC)(=O)C>[C:17]([C:16]1[CH:20]=[CH:21][C:13]([O:12][C:11]2[C:10]([Cl:22])=[C:9]3[C:4]([CH:5]([C:23]([O:25][CH2:26][CH3:27])=[O:24])[CH2:6][CH2:7][O:8]3)=[CH:3][C:2]=2[Cl:1])=[CH:14][CH:15]=1)(=[O:18])[NH2:34]. Procedure details: 4-(6,8-Dichloro-4-(ethoxycarbonyl)chroman-7-yloxy)benzoic acid (Preparation A; 150 mg, 0.365 mmol) was diluted with DCM (1.5 mL) followed by the addition of oxalyl chloride in DCM (2M) (201 μl, 0.401 mmol) and DMF (1 drop). Ammonia (6.21 mg, 0.365 mmol) was bubbled in for 10 minutes. The reaction was placed under nitrogen and stirred for 3 hours. The reaction was diluted with ethyl acetate and washed with water. The organic layer was concentrated, loaded onto silica gel and eluted with neat ethy...